Dataset: the Open Reaction Database (ORD), a public repository of structured organic reaction records. Task: describe an organic reaction: reactants, conditions, products, and yield RXN SMILES: [CH2:48]([SiH:49]([CH2:50][CH3:51])[CH2:52][CH3:53])[CH3:54].[Cl:1][c:2]1[c:3]([CH2:4][N:5]([CH2:6][CH2:7][CH2:8][O:9][c:10]2[cH:11][c:12]([CH:16]([c:17]3[n:18][n:19][n:20][nH:21]3)[CH2:22][O:23][CH2:24][CH3:25])[cH:13][cH:14][cH:15]2)[CH2:26][CH:27]([c:28]2[cH:29][cH:30][cH:31][cH:32][cH:33]2)[c:34]2[cH:35][cH:36][cH:37][cH:38][cH:39]2)[cH:40][cH:41][cH:42][c:43]1[C:44]([F:45])([F:46])[F:47].[Cl:62][CH2:63][Cl:64].[F:55][C:56]([F:57])([F:58])[C:59]([OH:60])=[O:61]>>[Cl:1][c:2]1[c:3]([CH2:4][N:5]([CH2:6][CH2:7][CH2:8][O:9][c:10]2[cH:11][c:12]([CH2:16][c:17]3[n:18][n:19][n:20][nH:21]3)[cH:13][cH:14][cH:15]2)[CH2:26][CH:27]([c:28]2[cH:29][cH:30][cH:31][cH:32][cH:33]2)[c:34]2[cH:35][cH:36][cH:37][cH:38][cH:39]2)[cH:40][cH:41][cH:42][c:43]1[C:44]([F:45])([F:46])[F:47]. Reactants: CC[SiH](CC)CC, CCOCC(c1cccc(OCCCN(Cc2cccc(C(F)(F)F)c2Cl)CC(c2ccccc2)c2ccccc2)c1)c1nnn[nH]1, ClCCl, O=C(O)C(F)(F)F. The product is FC(F)(F)c1cccc(CN(CCCOc2cccc(Cc3nnn[nH]3)c2)CC(c2ccccc2)c2ccccc2)c1Cl. The reactants are methyl ester, CC=1C=C(C(=O)N([C@H](CC2=CC=C(C=C2)O)C(=O)O)C)C=C(C1)C (N-(3,5-dimethylbenzoyl)-N-methyl-(D)-tyrosine), N[C@H](CC1=CC=C(C=C1)O)C(=O)O ((D)-tyrosine), Cl.COC([C@@H](N)CC1=CNC2=CC=CC=C12)=O ((L)-tryptophan methyl ester hydrochloride). Product: CC=1C=C(C(=O)N([C@H](CC2=CC=C(C=C2)O)C(=O)N[C@@H](CC2=CNC3=CC=CC=C23)C(=O)O)C)C=C(C1)C (N-(3,5-dimethylbenzoyl)-N-methyl-(D)-tyrosyl-(L)-tryptophan). As a reaction SMILES: [CH3:1][C:2]1[CH:3]=[C:4]([CH:21]=[C:22]([CH3:24])[CH:23]=1)[C:5]([N:7]([CH3:20])[C@@H:8]([C:17](O)=[O:18])[CH2:9][C:10]1[CH:15]=[CH:14][C:13]([OH:16])=[CH:12][CH:11]=1)=[O:6].N[C@@H](C(O)=O)CC1C=CC(O)=CC=1.Cl.C[O:40][C:41](=[O:54])[C@H:42]([CH2:44][C:45]1[C:53]2[C:48](=[CH:49][CH:50]=[CH:51][CH:52]=2)[NH:47][CH:46]=1)[NH2:43]>>[CH3:24][C:22]1[CH:21]=[C:4]([CH:3]=[C:2]([CH3:1])[CH:23]=1)[C:5]([N:7]([CH3:20])[C@@H:8]([C:17]([NH:43][C@H:42]([C:41]([OH:40])=[O:54])[CH2:44][C:45]1[C:53]2[C:48](=[CH:49][CH:50]=[CH:51][CH:52]=2)[NH:47][CH:46]=1)=[O:18])[CH2:9][C:10]1[CH:11]=[CH:12][C:13]([OH:16])=[CH:14][CH:15]=1)=[O:6] |f:2.3|. Reported procedure: Coupling of N-(3,5-dimethylbenzoyl)-N-methyl-(D)-tyrosine (prepared from (D)-tyrosine following the procedure described in example 55) with (L)-tryptophan methyl ester hydrochloride according to example 1 followed by hydrolysis of the methyl ester moiety according to example 12 gives N-(3,5-dimethylbenzoyl)-N-methyl-(D)-tyrosyl-(L)-tryptophan; FAB-MS m/e 512 (M-H)-. The reactants are CC(CO)C (2-methylpropan-1-ol), [H-].[Na+] (sodium hydride), ClC1=CC(=NC=N1)N1CCN(CC1)C(=O)C1=CC(=C(C=C1)C)F ((4-(6-chloropyrimidin-4-yl)piperazin-1-yl)(3-fluoro-4-methylphenyl)methanone). Solvent: CN(C)C=O (DMF). Reaction conditions: time 15 minute. Product: FC=1C=C(C=CC1C)C(=O)N1CCN(CC1)C1=NC=NC(=C1)OCC(C)C ((3-fluoro-4-methylphenyl)(4-(6-isobutoxypyrimidin-4-yl)piperazin-1-yl)methanone). Reaction SMILES: [H-].[Na+].[CH3:3][CH:4]([CH3:7])[CH2:5][OH:6].Cl[C:9]1[N:14]=[CH:13][N:12]=[C:11]([N:15]2[CH2:20][CH2:19][N:18]([C:21]([C:23]3[CH:28]=[CH:27][C:26]([CH3:29])=[C:25]([F:30])[CH:24]=3)=[O:22])[CH2:17][CH2:16]2)[CH:10]=1>CN(C=O)C>[F:30][C:25]1[CH:24]=[C:23]([C:21]([N:18]2[CH2:19][CH2:20][N:15]([C:11]3[CH:10]=[C:9]([O:6][CH2:5][CH:4]([CH3:7])[CH3:3])[N:14]=[CH:13][N:12]=3)[CH2:16][CH2:17]2)=[O:22])[CH:28]=[CH:27][C:26]=1[CH3:29] |f:0.1|. Procedure: To a suspension of sodium hydride (60% in mineral oil, 20 mg, 0.52 mmol) in DMF was added 2-methylpropan-1-ol (39 mg, 0.52 mmol) at rt. After stirring at rt for 15 min, (4-(6-chloropyrimidin-4-yl)piperazin-1-yl)(3-fluoro-4-methylphenyl)methanone (35 mg, 0.11 mmol) was added to the mixture. After stirring at rt for 12 h, the mixture was poured onto water (5 mL), and the aqueous phase was extracted with dichloromethane (three times). The combined organic layers were dried over sodium sulfate and c... Reactants: CC(C)=O, O=C1c2ccccc2C(=O)N1C1CCCc2ccccc21, [K+], O=[Mn](=O)(=O)[O-], O. Product: O=C1CCC(N2C(=O)c3ccccc3C2=O)c2ccccc21. RXN SMILES: [CH3:29][C:30](=[O:31])[CH3:32].[CH:1]1([N:11]2[C:12](=[O:21])[c:13]3[cH:14][cH:15][cH:16][cH:17][c:18]3[C:19]2=[O:20])[CH2:2][CH2:3][CH2:4][c:5]2[cH:6][cH:7][cH:8][cH:9][c:10]21.[K+:28].[Mn:23](=[O:24])([O-:25])(=[O:26])=[O:27].[OH2:22]>>[CH:1]1([N:11]2[C:12](=[O:21])[c:13]3[cH:14][cH:15][cH:16][cH:17][c:18]3[C:19]2=[O:20])[CH2:2][CH2:3][C:4](=[O:24])[c:5]2[cH:6][cH:7][cH:8][cH:9][c:10]21. Run in C1(=CC=CC=C1)C (toluene). Starting materials: O1C=CC2=C1C=CC(=C2)C(CC)=O (1-(benzofuran-5-yl)propan-1-one), C(CO)O (ethane-1,2-diol), CC1=CC=C(C=C1)S(=O)(=O)O (4-methylbenzenesulfonic acid). Isolated yield 87.2%. Reported procedure: A solution of 1-(benzofuran-5-yl)propan-1-one (650 mg, 1.0 eq), ethane-1,2-diol (3.5 g, 15.0 eq) and 4-methylbenzenesulfonic acid (65 mg, 0.1 eq) in 20 mL toluene was refluxed for 72 h, cooled, quenched with sat. NaHCO3 (aq) and extracted with EtOAc. The extract was washed with brine, dried, concentrated, and purified by column chromatography to give the desired product (710 mg, 87%). 1H NMR (400 MHz, CDCl3) δ 7.69 (d, J=2.0 Hz, 1H), 7.62 (d, J=2.4 Hz, 1H), 7.45 (d, J=8.4 Hz, 1H), 7.39 (dd, J=8.... As a reaction SMILES: [O:1]1[C:5]2[CH:6]=[CH:7][C:8]([C:10](=[O:13])[CH2:11][CH3:12])=[CH:9][C:4]=2[CH:3]=[CH:2]1.[CH2:14](O)[CH2:15][OH:16].CC1C=CC(S(O)(=O)=O)=CC=1>C1(C)C=CC=CC=1>[CH2:11]([C:10]1([C:8]2[CH:7]=[CH:6][C:5]3[O:1][CH:2]=[CH:3][C:4]=3[CH:9]=2)[O:16][CH2:15][CH2:14][O:13]1)[CH3:12]. The product is C(C)C1(OCCO1)C=1C=CC2=C(C=CO2)C1 (5-(2-ethyl-1,3-dioxolan-2-yl)benzofuran). Starting materials: Cc1ccccc1, COC(=O)c1ccc2nc(C)n(Cc3ccc(N)cc3Cl)c2n1, O=C=Nc1ccccc1. Product: COC(=O)c1ccc2nc(C)n(Cc3ccc(NC(=O)Nc4ccccc4)cc3Cl)c2n1. As a reaction SMILES: [CH3:33][c:34]1[cH:35][cH:36][cH:37][cH:38][cH:39]1.[NH2:1][c:2]1[cH:3][c:4]([Cl:23])[c:5]([CH2:6][n:7]2[c:8]([CH3:20])[n:9][c:10]3[c:11]2[n:12][c:13]([C:16](=[O:17])[O:18][CH3:19])[cH:14][cH:15]3)[cH:21][cH:22]1.[O:24]=[C:25]=[N:26][c:27]1[cH:28][cH:29][cH:30][cH:31][cH:32]1>>[NH:1]([c:2]1[cH:3][c:4]([Cl:23])[c:5]([CH2:6][n:7]2[c:8]([CH3:20])[n:9][c:10]3[c:11]2[n:12][c:13]([C:16](=[O:17])[O:18][CH3:19])[cH:14][cH:15]3)[cH:21][cH:22]1)[C:25](=[O:24])[NH:26][c:27]1[cH:28][cH:29][cH:30][cH:31][cH:32]1. The reactants are CC1(C2=C(C(=CC=C2)P(C3=CC=CC=C3)C4=CC=CC=C4)OC5=C(C=CC=C51)P(C6=CC=CC=C6)C7=CC=CC=C7)C (xantphos), P(=O)([O-])([O-])[O-].[K+].[K+].[K+] (potassium phosphate), NC1=C(C=C(C=C1)SCC1=CC=CC=C1)/C=C/C(=O)OCC ((E)-ethyl 3-(2-amino-5-(benzylthio)phenyl)acrylate), C(Cl)Cl (DCM), crude residue. The reagents and catalysts are C1=CC=C(C=C1)/C=C/C(=O)/C=C/C2=CC=CC=C2.C1=CC=C(C=C1)/C=C/C(=O)/C=C/C2=CC=CC=C2.C1=CC=C(C=C1)/C=C/C(=O)/C=C/C2=CC=CC=C2.[Pd].[Pd] (pd2(dba)3). The solvent is O1CCOCC1 (dioxane). Reaction conditions: temperature 100 celsius. The product is C(C1=CC=CC=C1)SC=1C=CC(=C(C1)/C=C/C(=O)OCC)NC1=C(C=C(C=C1)Cl)C1CC1 ((E)-ethyl 3-(5-(benzylthio)-2-((4-chloro-2-cyclopropylphenyl)amino)phenyl)acrylate). Reaction SMILES: C[C:2]1([CH3:42])[C:28]2[C:23](=[C:24](P(C3C=CC=CC=3)C3C=CC=CC=3)[CH:25]=[CH:26][CH:27]=2)OC2C(P(C3C=CC=CC=3)C3C=CC=CC=3)=CC=C[C:3]1=2.P([O-])([O-])([O-])=O.[K+].[K+].[K+].[NH2:51][C:52]1[CH:57]=[CH:56][C:55]([S:58][CH2:59][C:60]2[CH:65]=[CH:64][CH:63]=[CH:62][CH:61]=2)=[CH:54][C:53]=1/[CH:66]=[CH:67]/[C:68]([O:70][CH2:71][CH3:72])=[O:69].C(Cl)[Cl:74]>O1CCOCC1.C1C=CC(/C=C/C(/C=C/C2C=CC=CC=2)=O)=CC=1.C1C=CC(/C=C/C(/C=C/C2C=CC=CC=2)=O)=CC=1.C1C=CC(/C=C/C(/C=C/C2C=CC=CC=2)=O)=CC=1.[Pd].[Pd]>[CH2:59]([S:58][C:55]1[CH:56]=[CH:57][C:52]([NH:51][C:27]2[CH:26]=[CH:25][C:24]([Cl:74])=[CH:23][C:28]=2[CH:2]2[CH2:3][CH2:42]2)=[C:53](/[CH:66]=[CH:67]/[C:68]([O:70][CH2:71][CH3:72])=[O:69])[CH:54]=1)[C:60]1[CH:65]=[CH:64][CH:63]=[CH:62][CH:61]=1 |f:1.2.3.4,8.9.10.11.12|. Reported procedure: The crude residue from the previous step was dissolved in 18 mL dioxane and was treated with xantphos (0.945 g, 1.633 mmol), pd2(dba)3 (0.374 g, 0.408 mmol), potassium phosphate (13.86 g, 65.3 mmol), and (E)-ethyl 3-(2-amino-5-(benzylthio)phenyl)acrylate (5.12 g, 16.33 mmol) and was heated to 100° C. overnight. The reaction mixture was then diluted with DCM and was washed with saturated NH4Cl solution. The organics were dried over MgSO4 and concentrated. The crude residue was used in the followi...